Dataset: the Open Reaction Database (ORD), a public repository of structured organic reaction records. Task: describe an organic reaction: reactants, conditions, products, and yield The reactants are BrC1CCCCC1, COC(=O)c1ccc(C(=O)N(C)OC)cc1, I, [Mg], C1CCOC1. The product is COC(=O)c1ccc(C(=O)C2CCCCC2)cc1. As a reaction SMILES: [Br:3][CH:4]1[CH2:5][CH2:6][CH2:7][CH2:8][CH2:9]1.[CH3:10][O:11][N:12]([C:13](=[O:14])[c:15]1[cH:16][cH:17][c:18]([C:19](=[O:20])[O:21][CH3:22])[cH:23][cH:24]1)[CH3:25].[I:2].[Mg:1].[O:26]1[CH2:27][CH2:28][CH2:29][CH2:30]1>>[CH:4]1([C:13](=[O:14])[c:15]2[cH:16][cH:17][c:18]([C:19](=[O:20])[O:21][CH3:22])[cH:23][cH:24]2)[CH2:5][CH2:6][CH2:7][CH2:8][CH2:9]1. Starting materials: C1(=CC=CC=C1)P(=O)(C1=CC=CC=C1)N=[N+]=[N-] (Diphenylphosphoryl azide), N12CCCCCC2=NCCC1 (1,8-Diazabicyclo(5.4.0)undec-7-ene), CC1=CC=CC(=N1)CO ((6-methylpyridin-2-yl)methanol). Reagents/catalysts: [OH-].[OH-].[Pd+2] (Pd(OH)2). Run in C1(=CC=CC=C1)C (toluene), CO (MeOH). Conditions: time 8 hour. Yields the product CC1=CC=CC(=N1)CN ((6-methylpyridin-2-yl)methanamine). The yield is 119.1%. RXN SMILES: [C:1]1(P(N=[N+]=[N-])(C2C=CC=CC=2)=O)C=CC=CC=1.[N:18]12CCC[N:25]=[C:24]1[CH2:23][CH2:22][CH2:21][CH2:20][CH2:19]2.CC1N=C(CO)C=CC=1>C1(C)C=CC=CC=1.CO.[OH-].[OH-].[Pd+2]>[CH3:1][C:24]1[N:25]=[C:20]([CH2:19][NH2:18])[CH:21]=[CH:22][CH:23]=1 |f:5.6.7|. Reported procedure: Diphenylphosphoryl azide (DPPA) (0.74 mL, 0.9 g, 3.4 mmol, 1.2 eq) and 1,8-Diazabicyclo(5.4.0)undec-7-ene (DBU) (0.508 mL, 0.52 g, 3.4 mmol, 1.2 eq) were added to a stirred solution of the (6-methylpyridin-2-yl)methanol (0.35 g, 2.8 mmol, 1 eq) in 7 mL anh. toluene under Ar. After stirring overnight, the solvent was removed in vacuo. Purification via flash chromatography yielded 0.47 g (3.2 mmol, 113% yield of the crude product. The crude was dissolved in 5 mL MeOH. Pd(OH)2 (20% by wt. on carbon... Reactants: C1=CC=CC2=C(C3=CC4=CC=CC=C4C=C3C=C12)C=O (Naphthacene-5-carbaldehyde), NC(CO)(CO)C (2-amino-2-methyl-1,3-propanediol). The solvent is CCO.CCOCC (EtOH Et2O). The product is C1=CC=CC2=C(C3=CC4=CC=CC=C4C=C3C=C12)CNC(CO)(CO)C (2-[(5-naphthacenylmethyl)amino]-2-methyl-1,3-propanediol). The yield is 50.1%. As a reaction SMILES: [CH:1]1[C:18]2[C:5](=[C:6]([CH:19]=O)[C:7]3[C:16]([CH:17]=2)=[CH:15][C:14]2[C:9](=[CH:10][CH:11]=[CH:12][CH:13]=2)[CH:8]=3)[CH:4]=[CH:3][CH:2]=1.[NH2:21][C:22]([CH3:27])([CH2:25][OH:26])[CH2:23][OH:24]>CCO.CCOCC>[CH:1]1[C:18]2[C:5](=[C:6]([CH2:19][NH:21][C:22]([CH3:27])([CH2:25][OH:26])[CH2:23][OH:24])[C:7]3[C:16]([CH:17]=2)=[CH:15][C:14]2[C:9](=[CH:10][CH:11]=[CH:12][CH:13]=2)[CH:8]=3)[CH:4]=[CH:3][CH:2]=1 |f:2.3|. Procedure details: Using the reductive amination procedure described in Example 1, naphthacene-5-carbaldehyde (3A) and 2-amino-2-methyl-1,3-propanediol (Aldrich) gave 50.1% yield of 2-[(5-naphthacenylmethyl)amino]-2-methyl-1,3-propanediol methanesulfonte, mp 197.5°-199°, (EtOH/Et2O), (C, H, N, S). The reactants are C(C)C=1C=C(C=C(C1)C)F (3-ethyl-1-fluoro-5-methylbenzene), C=O (paraformaldehyde), Br (hydrobromic acid), C(C)(=O)O (acetic acid). The solvent is O (water), petroleum ether. Reaction conditions: time 40 hour. Yields the product C(C)C1=C(CBr)C(=CC(=C1)F)C (2-ethyl -4-fluoro-6-methylbenzylbromide), oil. Isolated yield 72.0%. Reaction SMILES: [CH2:1]([C:3]1[CH:4]=[C:5]([F:10])[CH:6]=[C:7](C)[CH:8]=1)[CH3:2].C=O.[BrH:13].[C:14](O)(=O)[CH3:15]>O>[CH2:1]([C:3]1[CH:4]=[C:5]([F:10])[CH:6]=[C:14]([CH3:15])[C:8]=1[CH2:7][Br:13])[CH3:2]. Reported procedure: A mixture of 3-ethyl-1-fluoro-5-methylbenzene (1.1 g, 0.008 mol), paraformaldehyde (1.5 g, 0.05 mol), hydrobromic acid (4.1 ml 0.017 mol) (4.1 M in acetic acid) and acetic acid (2.5 ml) was stirred at ambient temperature for 40 h. To the mixture were water and petroleum ether (40-60) added and the organic layer was separated, washed with water, dried over anhydrous sodium sulfate and evaporated carefully under reduced pressure. The desired product was obtain as a yellow oil (1.3 g, 72%). The product is Cl, COc1ccc(C#N)cc1C=CC(=O)NC(CN)CN1CCC(Oc2ccc(F)cc2)CC1. Reactants: COc1ccc(C#N)cc1C=CC(=O)NC(CNC(=O)OC(C)(C)C)CN1CCC(Oc2ccc(F)cc2)CC1, ClCCl, Cl, C1COCCO1. RXN SMILES: [C:1]([O:2][C:3](=[O:4])[NH:7][CH2:8][CH:9]([CH2:10][N:11]1[CH2:12][CH2:13][CH:14]([O:17][c:18]2[cH:19][cH:20][c:21]([F:24])[cH:22][cH:23]2)[CH2:15][CH2:16]1)[NH:25][C:26]([CH:27]=[CH:28][c:29]1[c:30]([O:37][CH3:38])[cH:31][cH:32][c:33]([C:35]#[N:36])[cH:34]1)=[O:39])([CH3:5])([CH3:6])[CH3:40].[Cl:42][CH2:43][Cl:44].[ClH:41].[O:45]1[CH2:46][CH2:47][O:48][CH2:49][CH2:50]1>>[ClH:41].[NH2:7][CH2:8][CH:9]([CH2:10][N:11]1[CH2:12][CH2:13][CH:14]([O:17][c:18]2[cH:19][cH:20][c:21]([F:24])[cH:22][cH:23]2)[CH2:15][CH2:16]1)[NH:25][C:26]([CH:27]=[CH:28][c:29]1[c:30]([O:37][CH3:38])[cH:31][cH:32][c:33]([C:35]#[N:36])[cH:34]1)=[O:39]. Reactants: Cc1nn(C)c(C)c1C(=O)Nc1cccc2c1C(C)CC2(C)C, CN(C)P(=O)(N(C)C)N(C)C, O, S=P12SP3(=S)SP(=S)(S1)SP(=S)(S2)S3. The product is Cc1nn(C)c(C)c1C(=S)Nc1cccc2c1C(C)CC2(C)C. As a reaction SMILES: [CH3:1][n:2]1[n:3][c:4]([CH3:23])[c:5]([C:8](=[O:9])[NH:10][c:11]2[c:12]3[c:16]([cH:17][cH:18][cH:19]2)[C:15]([CH3:20])([CH3:21])[CH2:14][CH:13]3[CH3:22])[c:6]1[CH3:7].[CH3:38][N:39]([P:40]([N:41]([CH3:42])[CH3:43])([N:44]([CH3:45])[CH3:46])=[O:47])[CH3:48].[OH2:49].[P:24]12(=[S:25])[S:26][P:27]3(=[S:37])[S:28][P:29](=[S:35])([S:30][P:31](=[S:34])([S:32]3)[S:33]1)[S:36]2>>[CH3:1][n:2]1[n:3][c:4]([CH3:23])[c:5]([C:8]([NH:10][c:11]2[c:12]3[c:16]([cH:17][cH:18][cH:19]2)[C:15]([CH3:20])([CH3:21])[CH2:14][CH:13]3[CH3:22])=[S:25])[c:6]1[CH3:7]. Reactants: C(C)(=O)OCC (Ethyl acetate), ClC(=O)OC1=CC=CC=C1 (phenyl chloroformate), C(C1=CC=CC=C1)OC=1C=C(N)C=CC1 (3-benzyloxyaniline), N1=CC=CC=C1 (pyridine). Run in C1CCOC1 (THF), CN(C)C=O (DMF). Run at time 3 hour. Yields the product C(C1=CC=CC=C1)OC1=CC(=CC=C1)NC(=O)OC1=CC=CC=C1 (1-Benzyloxy-3-(phenoxycarbonylamino)benzene). Isolated yield 73.0%. Reaction SMILES: Cl[C:2]([O:4][C:5]1[CH:10]=[CH:9][CH:8]=[CH:7][CH:6]=1)=[O:3].[CH2:11]([O:18][C:19]1[CH:20]=[C:21]([CH:23]=[CH:24][CH:25]=1)[NH2:22])[C:12]1[CH:17]=[CH:16][CH:15]=[CH:14][CH:13]=1.N1C=CC=CC=1.C(OCC)(=O)C>C1COCC1.CN(C=O)C>[CH2:11]([O:18][C:19]1[CH:25]=[CH:24][CH:23]=[C:21]([NH:22][C:2]([O:4][C:5]2[CH:10]=[CH:9][CH:8]=[CH:7][CH:6]=2)=[O:3])[CH:20]=1)[C:12]1[CH:13]=[CH:14][CH:15]=[CH:16][CH:17]=1. Procedure details: Under ice cooling, after a solution of phenyl chloroformate (2.0 mL, 16 mmol) in THF (2.0 mL) was added dropwise to a solution of 3-benzyloxyaniline (3.7 g, 16 mmol) and pyridine (6.0 mL) in DMF (25 mL), the mixture was stirred at room temperature for 3 hours. Ethyl acetate (200 mL) was added thereto, and then the whole was washed with water (200 mL) twice and brine (200 mL) twice. The organic layer was dried over anhydrous magnesium sulfate, and then the solvent was evaporated under reduced pre...